The task is: describe an organic reaction: reactants, conditions, products, and yield. This data is from the Open Reaction Database (ORD), a public repository of structured organic reaction records. The reactants are C(C1=CC=CC=C1)(C1=CC=CC=C1)(C1=CC=CC=C1)N1C=NC(=C1)C1=C(OCC=C2CCC(CC2)C(=O)N)C=CC=C1 (4-(2-(2-(1-trityl-1H-imidazol-4-yl)phenoxy)ethylidene)cyclohexanecarboxamide), [H-].[Na+] (NaH), ClC=1C=C(CBr)C=CC1 (3-chlorobenzyl bromide). Solvent: O (water), CN(C)C=O (DMF). Run at time 45 minute. The product is N1C=NC(=C1)C1=C(OCC=C2CCC(CC2)C(=O)NCC2=CC(=CC=C2)Cl)C=CC=C1 (4-(2-(2-(1H-imidazol-4-yl)phenoxy)ethylidene)-N-(3-chlorobenzyl)cyclohexanecarboxamide). The yield is 33.8%. As a reaction SMILES: C([N:20]1[CH:24]=[C:23]([C:25]2[CH:42]=[CH:41][CH:40]=[CH:39][C:26]=2[O:27][CH2:28][CH:29]=[C:30]2[CH2:35][CH2:34][CH:33]([C:36]([NH2:38])=[O:37])[CH2:32][CH2:31]2)[N:22]=[CH:21]1)(C1C=CC=CC=1)(C1C=CC=CC=1)C1C=CC=CC=1.[H-].[Na+].[Cl:45][C:46]1[CH:47]=[C:48]([CH:51]=[CH:52][CH:53]=1)[CH2:49]Br>CN(C=O)C.O>[NH:20]1[CH:24]=[C:23]([C:25]2[CH:42]=[CH:41][CH:40]=[CH:39][C:26]=2[O:27][CH2:28][CH:29]=[C:30]2[CH2:35][CH2:34][CH:33]([C:36]([NH:38][CH2:49][C:48]3[CH:51]=[CH:52][CH:53]=[C:46]([Cl:45])[CH:47]=3)=[O:37])[CH2:32][CH2:31]2)[N:22]=[CH:21]1 |f:1.2|. Procedure details: To a stirred solution of 4-(2-(2-(1-trityl-1H-imidazol-4-yl)phenoxy)ethylidene)cyclohexanecarboxamide (177 mg, 0.320 mmol) in anhydrous DMF (3 mL) at 0° C. was added NaH (9.0 mg, 0.384 mmol). The resulting suspension was allowed to stir at room temperature for 45 min. To the resulting solution was added 3-chlorobenzyl bromide (79 mg, 0.384 mmol). After stirring overnight, the reaction mixture was carefully diluted with water and extracted with ethyl acetate (2×10 mL). The combined organic layers... Starting materials: O=C([O-])O, O=C(OCc1ccccc1)ON1C(=O)C2C3C=CC(C3)C2C1=O, CC#N, Cl, [Na+], O, NCC(O)CCC(N)C(=O)O. The product is NCC(O)CCC(NC(=O)OCc1ccccc1)C(=O)O. RXN SMILES: [C:1](=[O:2])([OH:3])[O-:4].[CH2:18]([c:19]1[cH:20][cH:21][cH:22][cH:23][cH:24]1)[O:25][C:26](=[O:27])[O:28][N:29]1[C:30](=[O:31])[CH:32]2[CH:33]([CH:34]3[CH2:35][CH:36]2[CH:37]=[CH:38]3)[C:39]1=[O:40].[CH3:42][C:43]#[N:44].[ClH:6].[Na+:5].[OH2:41].[OH:7][CH:8]([CH2:9][CH2:10][CH:11]([NH2:12])[C:13](=[O:14])[OH:15])[CH2:16][NH2:17]>>[OH:7][CH:8]([CH2:9][CH2:10][CH:11]([NH:12][C:26]([O:25][CH2:18][c:19]1[cH:20][cH:21][cH:22][cH:23][cH:24]1)=[O:27])[C:13](=[O:14])[OH:15])[CH2:16][NH2:17]. Starting materials: C1CCOC1, C[Si](C)(C)[N-][Si](C)(C)C, Cc1nc(-c2cc(C(C)N3CCOCC3)cnc2F)c2ncn(C3CCCCO3)c2n1, CS(=O)(=O)Nc1cc(N)cnc1Cl, [Na+]. Product: Cc1nc(-c2cc(C(C)N3CCOCC3)cnc2Nc2cnc(Cl)c(NS(C)(=O)=O)c2)c2ncn(C3CCCCO3)c2n1. Reaction SMILES: [CH2:55]1[O:56][CH2:57][CH2:58][CH2:59]1.[CH3:46][Si:47]([N-:48][Si:49]([CH3:50])([CH3:51])[CH3:52])([CH3:53])[CH3:54].[F:1][c:2]1[c:3](-[c:16]2[c:17]3[n:18][cH:19][n:20]([CH:26]4[O:27][CH2:28][CH2:29][CH2:30][CH2:31]4)[c:21]3[n:22][c:23]([CH3:25])[n:24]2)[cH:4][c:5]([CH:8]([CH3:9])[N:10]2[CH2:11][CH2:12][O:13][CH2:14][CH2:15]2)[cH:6][n:7]1.[NH2:32][c:33]1[cH:34][c:35]([NH:40][S:41](=[O:42])(=[O:43])[CH3:44])[c:36]([Cl:39])[n:37][cH:38]1.[Na+:45]>>[c:2]1([NH:32][c:33]2[cH:34][c:35]([NH:40][S:41](=[O:42])(=[O:43])[CH3:44])[c:36]([Cl:39])[n:37][cH:38]2)[c:3](-[c:16]2[c:17]3[n:18][cH:19][n:20]([CH:26]4[O:27][CH2:28][CH2:29][CH2:30][CH2:31]4)[c:21]3[n:22][c:23]([CH3:25])[n:24]2)[cH:4][c:5]([CH:8]([CH3:9])[N:10]2[CH2:11][CH2:12][O:13][CH2:14][CH2:15]2)[cH:6][n:7]1. Reactants: O=C(O)CNC(=O)OCc1ccccc1, CCOC(C)=O, CC(C)COC(=O)Cl, Cl, CCOC(=O)C(CN)NS(=O)(=O)c1ccccc1. The product is CCOC(=O)C(CNC(=O)CNC(=O)OCc1ccccc1)NS(=O)(=O)c1ccccc1. Reaction SMILES: [C:1](=[O:2])([O:3][CH2:4][c:5]1[cH:6][cH:7][cH:8][cH:9][cH:10]1)[NH:11][CH2:12][C:13](=[O:14])[OH:15].[CH3:43][CH2:44][O:45][C:46]([CH3:47])=[O:48].[Cl:16][C:17]([O:18][CH2:19][CH:20]([CH3:21])[CH3:22])=[O:23].[ClH:24].[NH2:25][CH2:26][CH:27]([C:28](=[O:29])[O:30][CH2:31][CH3:32])[NH:33][S:34](=[O:35])(=[O:36])[c:37]1[cH:38][cH:39][cH:40][cH:41][cH:42]1>>[C:1](=[O:2])([O:3][CH2:4][c:5]1[cH:6][cH:7][cH:8][cH:9][cH:10]1)[NH:11][CH2:12][C:13](=[O:15])[NH:25][CH2:26][CH:27]([C:28](=[O:29])[O:30][CH2:31][CH3:32])[NH:33][S:34](=[O:35])(=[O:36])[c:37]1[cH:38][cH:39][cH:40][cH:41][cH:42]1. Starting materials: BrCC([C@H]([C@H](C(=O)OCC1=CC=CC=C1)C)NC(=O)OC(C)(C)C)=O (benzyl (2R,3S)-5-bromo-3-[(tert-butoxycarbonyl)amino]-2-methyl-4-oxopentanoate), NC1=CC=C(C=N1)C1=CC=C(C#N)C=C1 (4-(6-aminopyridin-3-yl)benzonitrile). Solvent: C(=O)(O)[O-].[Na+] (NaHCO3), C1CCOC1 (THF). Conditions: time 3 day. Product: C(C)(C)(C)OC(=O)N[C@@H]([C@H](C(=O)OCC1=CC=CC=C1)C)C=1N=C2N(C=C(C=C2)C2=CC=C(C=C2)C#N)C1 (Benzyl (2R,3S)-3-[(tert-butoxycarbonyl)amino]-3-[6-(4-cyanophenyl)imidazo[1,2-a]pyridin-2-yl]-2-methylpropanoate). As a reaction SMILES: Br[CH2:2][C:3](=O)[C@@H:4]([NH:17][C:18]([O:20][C:21]([CH3:24])([CH3:23])[CH3:22])=[O:19])[C@@H:5]([CH3:16])[C:6]([O:8][CH2:9][C:10]1[CH:15]=[CH:14][CH:13]=[CH:12][CH:11]=1)=[O:7].[NH2:26][C:27]1[N:32]=[CH:31][C:30]([C:33]2[CH:40]=[CH:39][C:36]([C:37]#[N:38])=[CH:35][CH:34]=2)=[CH:29][CH:28]=1>C1COCC1.C([O-])(O)=O.[Na+]>[C:21]([O:20][C:18]([NH:17][C@H:4]([C:3]1[N:26]=[C:27]2[CH:28]=[CH:29][C:30]([C:33]3[CH:40]=[CH:39][C:36]([C:37]#[N:38])=[CH:35][CH:34]=3)=[CH:31][N:32]2[CH:2]=1)[C@@H:5]([CH3:16])[C:6]([O:8][CH2:9][C:10]1[CH:15]=[CH:14][CH:13]=[CH:12][CH:11]=1)=[O:7])=[O:19])([CH3:24])([CH3:23])[CH3:22] |f:3.4|. Reported procedure: To a solution of benzyl (2R,3S)-5-bromo-3-[(tert-butoxycarbonyl)amino]-2-methyl-4-oxopentanoate (Preparation 65, 400 mg, 0.966 mmol) in THF (15 mL) was added 4-(6-aminopyridin-3-yl)benzonitrile and the reaction stirred at room temperature for 3 days followed by 40° C. for 18 hours. The reaction was diluted with saturated aqueous NaHCO3 solution (80 mL), and extracted with EtOAc (3×50 mL). The organic layers were collected, dried over MgSO4 and concentrated in vacuo. The residue was purified by r... Starting materials: CCCCC1CC(N(C)C(C)C)CCC1NC(=O)C(C)NC(=O)OC(C)(C)C, ClCCl, O=C(O)C(F)(F)F. The product is CCCCC1CC(N(C)C(C)C)CCC1NC(=O)C(C)N, O=C(O)C(F)(F)F. RXN SMILES: [CH2:1]([CH2:2][CH2:3][CH3:4])[CH:5]1[CH:6]([NH:16][C:17]([CH:18]([CH3:19])[NH:20][C:21](=[O:22])[O:23][C:24]([CH3:25])([CH3:26])[CH3:27])=[O:28])[CH2:7][CH2:8][CH:9]([N:11]([CH3:12])[CH:13]([CH3:14])[CH3:15])[CH2:10]1.[CH2:36]([Cl:37])[Cl:38].[F:29][C:30]([C:31](=[O:32])[OH:33])([F:34])[F:35]>>[CH2:1]([CH2:2][CH2:3][CH3:4])[CH:5]1[CH:6]([NH:16][C:17]([CH:18]([CH3:19])[NH2:20])=[O:28])[CH2:7][CH2:8][CH:9]([N:11]([CH3:12])[CH:13]([CH3:14])[CH3:15])[CH2:10]1.[F:29][C:30]([C:31](=[O:32])[OH:33])([F:34])[F:35].